From a dataset of the Open Reaction Database (ORD), a public repository of structured organic reaction records. describe an organic reaction: reactants, conditions, products, and yield Conditions: time 2 hour. Procedure: Under argon, 5-ethoxy-2-fluorophenylboronic acid (300 mg, 1.63 mmol), potassium phosphate (433 mg, 2.04 mmol) and tetrakis(triphenylphosphine)palladium(0) (57 mg, 0.05 mmol) were dissolved in abs. N,N-dimethylformamide (8 ml), and the mixture was stirred at room temperature for 5 minutes. 2-Chlorobenzonitrile (112 mg, 0.82 mmol) was then added, and the reaction mixture was stirred at 160° C. for 4 h. After cooling to room temperature, water (>100 ml) was added and the aqueous phase was repeatedl... Solvent: CO (methanol). The reactants are C(C)OC=1C=CC(=C(C1)C=1C(=CC=CC1)C#N)F (5′-Ethoxy-2′-fluorobiphenyl-2-carbonitrile), [OH-].[K+] (potassium hydroxide). Product: C(C)OC1=CC=2C3=CC=CC=C3C(NC2C=C1)=O (2-Ethoxyphenanthridin-6(5H)-one). RXN SMILES: [CH2:1]([O:3][C:4]1[CH:5]=[CH:6][C:7](F)=[C:8]([C:10]2[C:11]([C:16]#[N:17])=[CH:12][CH:13]=[CH:14][CH:15]=2)[CH:9]=1)[CH3:2].[OH-:19].[K+]>CO>[CH2:1]([O:3][C:4]1[CH:5]=[CH:6][C:7]2[NH:17][C:16](=[O:19])[C:11]3[C:10](=[CH:15][CH:14]=[CH:13][CH:12]=3)[C:8]=2[CH:9]=1)[CH3:2] |f:1.2|. Starting materials: C(C)(=O)NC=1C(=O)O[C@H](C1C(=O)OCC)C ((S)-2-acetamido-3-ethoxycarbonyl-2-penten-4-olide), ( 2R,3R,4S ), crude product, ( 2S,3R,4S ). The reagents and catalysts are rhodium Al2O3. Run in C(Cl)(Cl)Cl (CHCl3), C(C)(=O)OCC (ethyl acetate), C(C)(=O)OCC (ethyl acetate). Run at time 21 hour. The product is C(C)(=O)N[C@H]1C(=O)O[C@H]([C@H]1C(=O)OCC)C (2(R)-acetamido-3(S)-ethoxycarbonyl-4(S)-pentanolide). RXN SMILES: [C:1]([NH:4][C:5]1[C:6]([O:8][C@@H:9]([CH3:16])[C:10]=1[C:11]([O:13][CH2:14][CH3:15])=[O:12])=[O:7])(=[O:3])[CH3:2]>C(OCC)(=O)C.C(Cl)(Cl)Cl>[C:1]([NH:4][C@@H:5]1[C@H:10]([C:11]([O:13][CH2:14][CH3:15])=[O:12])[C@H:9]([CH3:16])[O:8][C:6]1=[O:7])(=[O:3])[CH3:2]. Procedure: 0.45 g of rhodium/Al2O3 catalyst is added to 15 g of (S)-2-acetamido-3-ethoxycarbonyl-2-penten-4-olide dissolved in 100 ml of ethyl acetate and the whole is hydrogenated at 50° C. and 50 bars for 21 hours and worked up as in Example 14. The ratio of the diastereoisomers of the crude product exhibited by HPLC analysis is (2R,3S,4S):(2S,3R,4S):(2R,3R,4S)=approximately 85:13:2. Diastereoisomerically pure title compound is obtained by crystallisation from ethyl acetate, [α]D20 =-183.2° (3% in CHCl3)... Reactants: C(C)OC(=O)C=1N=C(SC1)COC1=CC=C(C=C1)I (2-(4-iodo-phenoxymethyl)-thiazole-4-carboxylic acid ethyl ester), C(C)OC(=O)C=1N=C(SC1)COC1=CC=C(C=C1)I (2-(4-iodo-phenoxymethyl)-thiazole-4-carboxylic acid ethyl ester), COCC1=C(C=CC=C1)B(O)O (2-methoxymethylphenylboronic acid). Yields the product COCC1=C(C=CC=C1)C1=CC=C(C=C1)OCC=1SC=C(N1)C(=O)O (2-(2′-Methoxymethyl-biphenyl-4-yloxymethyl)-thiazole-4-carboxylic acid). RXN SMILES: C([O:3][C:4]([C:6]1[N:7]=[C:8]([CH2:11][O:12][C:13]2[CH:18]=[CH:17][C:16](I)=[CH:15][CH:14]=2)[S:9][CH:10]=1)=[O:5])C.[CH3:20][O:21][CH2:22][C:23]1[CH:28]=[CH:27][CH:26]=[CH:25][C:24]=1B(O)O>>[CH3:20][O:21][CH2:22][C:23]1[CH:28]=[CH:27][CH:26]=[CH:25][C:24]=1[C:16]1[CH:15]=[CH:14][C:13]([O:12][CH2:11][C:8]2[S:9][CH:10]=[C:6]([C:4]([OH:3])=[O:5])[N:7]=2)=[CH:18][CH:17]=1. Procedure details: 2-(2′-Methoxymethyl-biphenyl-4-yloxymethyl)-thiazole-4-carboxylic acid was prepared using general procedure 2 from 2-(4-iodo-phenoxymethyl)-thiazole-4-carboxylic acid ethyl ester (of Intermediate 2) and 2-methoxymethylphenylboronic acid (available from Apollo Scientific Ltd., Stockport, UK). Mass spectrum MH+=356. The reactants are ClC1=C(C=CC=2SC3=C(N2)C=CC=C3)C=CC=C1 (2-(2'-chlorostyryl)benzothiazole). The reagents and catalysts are [Hg] (mercury). The solvent is C1=CC=CC=C1.O1CCOCC1 (benzene dioxane). Product: [Cl-].C1=CC=CC=2C=CC3=[N+](C12)C1=C(S3)C=CC=C1 (benzothiazolo[3,2-a]quinolinium chloride). RXN SMILES: [Cl:1][C:2]1[CH:18]=[CH:17][CH:16]=[CH:15][C:3]=1[CH:4]=[CH:5][C:6]1[S:7][C:8]2[CH:14]=[CH:13][CH:12]=[CH:11][C:9]=2[N:10]=1>[Hg].C1C=CC=CC=1.O1CCOCC1>[Cl-:1].[CH:16]1[C:15]2[N+:10]3[C:9]4[CH:11]=[CH:12][CH:13]=[CH:14][C:8]=4[S:7][C:6]=3[CH:5]=[CH:4][C:3]=2[CH:2]=[CH:18][CH:17]=1 |f:2.3,4.5|. Procedure: Exposure of dilute solutions of III in a benzene-dioxane (3:1) solution to a Hanovia 450 W mercury arc lamp for 24 h, using an internally cooled Vycor vessel, resulted in the formation of benzothiazolo[3,2-a]quinolinium chloride 1. Starting materials: OC=1C=C(C=O)C=CC1 (3-hydroxybenzaldehyde), C(CC1=CC=CC=C1)Br (phenethyl bromide). RXN SMILES: [OH:1][C:2]1[CH:3]=[C:4]([CH:7]=[CH:8][CH:9]=1)[CH:5]=[O:6].[CH2:10](Br)[CH2:11][C:12]1[CH:17]=[CH:16][CH:15]=[CH:14][CH:13]=1>CN(C=O)C>[CH2:10]([O:1][C:2]1[CH:3]=[C:4]([CH:7]=[CH:8][CH:9]=1)[CH:5]=[O:6])[CH2:11][C:12]1[CH:17]=[CH:16][CH:15]=[CH:14][CH:13]=1. Solvent: CN(C)C=O (DMF). Product: C(CC1=CC=CC=C1)OC=1C=C(C=O)C=CC1 (3-phenethoxybenzaldehyde). Reported procedure: Alkylation of 3-hydroxybenzaldehyde with phenethyl bromide was done following the method used in Example 34, except that DMF was used as the reaction solvent, to give 3-phenethoxybenzaldehyde as a clear oil. Yield (0.98 g, 54%): 1H NMR (400 MHz, CDCl3) δ 9.96 (s, 1H), 7.21-7.48 (m, 8H), 7.18-7.20 (m, 1H), 4.24 (t, J=7.0 Hz, 2H), 3.13 (t, J=7.0 Hz, 2H). Starting materials: FC(C=1C=C(C=C(C1)C(F)(F)F)C#CCN1CCC(CC1)C(CO)(C)C)(F)F (1-(3,5-bistrifluoromethylphenyl)-3-[4-(1,1-dimethyl-2-hydroxyethyl)piperidino]-prop-1-yne), Cl (hydrogen chloride). Reagents/catalysts: C(C)O (ethanol). Solvent: petroleum ether, C(C)OCC (diethyl ether). Product: Cl.FC(C=1C=C(C=C(C1)C(F)(F)F)C#CCN1CCC(CC1)C(CO)(C)C)(F)F (1-(3,5-bistrifluoromethylphenyl)-3-[4-(1,1-dimethyl-2-hydroxyethyl)piperidino]-prop-1yne hydrochloride). Reaction SMILES: [F:1][C:2]([F:28])([F:27])[C:3]1[CH:4]=[C:5]([C:13]#[C:14][CH2:15][N:16]2[CH2:21][CH2:20][CH:19]([C:22]([CH3:26])([CH3:25])[CH2:23][OH:24])[CH2:18][CH2:17]2)[CH:6]=[C:7]([C:9]([F:12])([F:11])[F:10])[CH:8]=1.[ClH:29]>C(OCC)C.C(O)C>[ClH:29].[F:11][C:9]([F:10])([F:12])[C:7]1[CH:6]=[C:5]([C:13]#[C:14][CH2:15][N:16]2[CH2:17][CH2:18][CH:19]([C:22]([CH3:25])([CH3:26])[CH2:23][OH:24])[CH2:20][CH2:21]2)[CH:4]=[C:3]([C:2]([F:28])([F:27])[F:1])[CH:8]=1 |f:4.5|. Procedure details: A solution of 1-(3,5-bistrifluoromethylphenyl)-3-[4-(1,1-dimethyl-2-hydroxyethyl)piperidino]-prop-1-yne (2.0 g) in dry diethyl ether (20 ml) containing a few drops of ethanol, was brought to pH 1 with an ethereal solution of hydrogen chloride gas. The resulting solution was diluted to 40 ml with petroleum ether (b.p. 60°-80° C.), a buff solid was filtered off, washed with a 1:1 solution of diethyl ether and petroleum ether (25 ml), and dried to give 1-(3,5-bistrifluoromethylphenyl)-3-[4-(1,1-dim...